The task is: describe an organic reaction: reactants, conditions, products, and yield. This data is from the Open Reaction Database (ORD), a public repository of structured organic reaction records. Reactants: CN1C(=O)C[C@](C)(N/C/1=N/C(=O)OC(C)(C)C)c2cc(Br)cs2, CC1(C)OB(OC1(C)C)c2cn(c3ncccc23)S(=O)(=O)c4ccccc4. The reagents and catalysts are CCN=P(N=P(N(C)C)(N(C)C)N(C)C)(N(C)C)N(C)C (P2-Et), CC(C)c1cc(C(C)C)c(-c2ccccc2[PH](C(C)(C)C)(C(C)(C)C)[Pd]2(OS(C)(=O)=O)Nc3ccccc3-c3ccccc32)c(C(C)C)c1 (tBuXphos G3). Solvent: CS(C)=O (DMSO), O (water), CS(C)=O (DMSO), CS(C)=O (DMSO), CS(C)=O (DMSO). Conditions: time 22 hour. The product is CN1C(=O)C[C@](C)(N/C/1=N/C(=O)OC(C)(C)C)c2cc(cs2)c3cn(c4ncccc34)S(=O)(=O)c5ccccc5, CN1C(=O)C[C@](C)(N/C/1=N/C(=O)OC(C)(C)C)c2cc(Br)cs2, c1ccc(-c2ccccc2)cc1.